The task is: describe an organic reaction: reactants, conditions, products, and yield. This data is from the Open Reaction Database (ORD), a public repository of structured organic reaction records. Starting materials: ClC=1C=C(C#N)C=C(C1)OC1=C2C=NN(C2=CC=C1Cl)CC1=NN(C2=NC=CC=C21)C(=O)OC(C)(C)C (3-chloro-5-{[5-chloro-1-(1-t-butyloxycarbonyl-1H-pyrazolo[3,4-b]pyridin-3-ylmethyl)-1H-indazol-4-yl]oxy}benzonitrile), CN(C)C=O (DMF), Cl (HCl). Solvent: CC(C)O (IPA). Reaction conditions: temperature 60 celsius, time 1 hour. The product is ClC=1C=C(C#N)C=C(C1)OC1=C2C=NN(C2=CC=C1Cl)CC1=NNC2=NC=CC=C21 (3-Chloro-5-{[5-chloro-1-(1H-pyrazolo[3,4-b]pyridin-3-ylmethyl)-1H-indazol-4-yl]oxy}benzonitrile). RXN SMILES: [Cl:1][C:2]1[CH:3]=[C:4]([CH:7]=[C:8]([O:10][C:11]2[C:19]([Cl:20])=[CH:18][CH:17]=[C:16]3[C:12]=2[CH:13]=[N:14][N:15]3[CH2:21][C:22]2[C:30]3[C:25](=[N:26][CH:27]=[CH:28][CH:29]=3)[N:24](C(OC(C)(C)C)=O)[N:23]=2)[CH:9]=1)[C:5]#[N:6].CN(C=O)C.Cl>CC(O)C>[Cl:1][C:2]1[CH:3]=[C:4]([CH:7]=[C:8]([O:10][C:11]2[C:19]([Cl:20])=[CH:18][CH:17]=[C:16]3[C:12]=2[CH:13]=[N:14][N:15]3[CH2:21][C:22]2[C:30]3[C:25](=[N:26][CH:27]=[CH:28][CH:29]=3)[NH:24][N:23]=2)[CH:9]=1)[C:5]#[N:6]. Procedure details: A jacketed reaction vessel (30 L) equipped with a thermocouple was charged with 3-chloro-5-{[5-chloro-1-(1-t-butyloxycarbonyl-1H-pyrazolo[3,4-b]pyridin-3-ylmethyl)-1H-indazol-4-yl]oxy}benzonitrile (1.338 kg; 2.499 moles; 1.0 eq.) and then with DMF (10.7 L) and IPA (2.68 L). Concentrated HCl (2.68 L) was then charged to the vessel during which time the internal temperature rose from 16° C. to 44° C. The mixture was then heated to 60° C. After 1 hour at 60° C., the suspension became a clear soluti...